Task: describe an organic reaction: reactants, conditions, products, and yield. Dataset: the Open Reaction Database (ORD), a public repository of structured organic reaction records Starting materials: alcohol, CC(=CC(C=CC)O)CCC=C(C)C (6,10-Dimethyl-4-hydroxy-2,5,9-undecatriene). The reagents and catalysts are O=[Mn]=O (MnO2). Run in C(Cl)Cl (CH2Cl2). The product is CC(=CC(C=CC)=O)CCC=C(C)C (6,10-Dimethyl-4-oxo-2,5,9-undecatriene). As a reaction SMILES: [CH3:1][C:2]([CH2:9][CH2:10][CH:11]=[C:12]([CH3:14])[CH3:13])=[CH:3][CH:4]([OH:8])[CH:5]=[CH:6][CH3:7]>O=[Mn]=O.C(Cl)Cl>[CH3:1][C:2]([CH2:9][CH2:10][CH:11]=[C:12]([CH3:13])[CH3:14])=[CH:3][C:4](=[O:8])[CH:5]=[CH:6][CH3:7]. Procedure: 60 g. of the alcohol prepared according to paragraph (b) above, 700 g. of MnO2 and 1800 ml. of CH2Cl2 were stirred for 2 days at 20°-25°. After filtration and evaporation, the distillation of the residue gave 49 g. of crude ketone, b.p. 70°-75°/0.1 Torr, which was purified by vapour phase chromatography using a "20 M Carbowax" column and helium carrier at 140°. nD20 =1.5041; d420 =0.8958. The reactants are [N+](=O)(O)[O-] (nitric acid), C1(=CC=C(C=C1)CCCC(=O)O)C1=CC=CC=C1 (4-(4-biphenylyl)-butyric acid), ice water. The solvent is C(C)(=O)O (acetic acid). Conditions: time 5 minute. The product is [N+](=O)([O-])C1=CC=C(C=C1)C1=CC=C(C=C1)CCCC(=O)O (4-(4'-Nitro-4-biphenylyl)-butyric acid). As a reaction SMILES: [C:1]1([C:13]2[CH:18]=[CH:17][CH:16]=[CH:15][CH:14]=2)[CH:6]=[CH:5][C:4]([CH2:7][CH2:8][CH2:9][C:10]([OH:12])=[O:11])=[CH:3][CH:2]=1.[N+:19]([O-])([OH:21])=[O:20]>C(O)(=O)C>[N+:19]([C:16]1[CH:15]=[CH:14][C:13]([C:1]2[CH:6]=[CH:5][C:4]([CH2:7][CH2:8][CH2:9][C:10]([OH:12])=[O:11])=[CH:3][CH:2]=2)=[CH:18][CH:17]=1)([O-:21])=[O:20]. Reported procedure: To a suspension of 14.4 gm of 4-(4-biphenylyl)-butyric acid in 72 ml of glacial acetic acid at 24°-27° C. 24 ml of fuming nitric acid (d=1.52) were added dropwise. After stirring for 5 minutes, the mixture was poured into ice water while stirring, and the aqueous mixture was extracted with benzene. The benzene phase was washed with water, dried and evaporated; the residue was dissolved in 100 ml of acetone and admixed with 6.8 ml of cyclohexylamine. The thus obtained cyclohexylamine salt had a m... Reactants: O=C1CCC(=O)N1Br, CN(C)C=O, O=[N+]([O-])c1ncccc1O. Product: O=[N+]([O-])c1ncc(Br)cc1O. RXN SMILES: [Br:1][N:2]1[C:3](=[O:4])[CH2:5][CH2:6][C:7]1=[O:8].[O:19]=[CH:20][N:21]([CH3:22])[CH3:23].[OH:9][c:10]1[c:11]([N+:16](=[O:17])[O-:18])[n:12][cH:13][cH:14][cH:15]1>>[Br:1][c:14]1[cH:13][n:12][c:11]([N+:16](=[O:17])[O-:18])[c:10]([OH:9])[cH:15]1. Starting materials: BrC=1C(=NC=C(C(=O)O)C1)Cl (5-bromo-6-chloro-nicotinic acid), ClC(SC1=CC=C(N)C=C1)(F)F (4-((chloro-difluoromethyl)thio)aniline). The product is BrC=1C(=NC=C(C(=O)NC2=CC=C(C=C2)SC(F)(F)Cl)C1)Cl (5-Bromo-6-chloro-N-(4-((chlorodifluoromethyl)thio)phenyl)-nicotinamide). As a reaction SMILES: [Br:1][C:2]1[C:3]([Cl:11])=[N:4][CH:5]=[C:6]([CH:10]=1)[C:7]([OH:9])=O.[Cl:12][C:13]([F:23])([F:22])[S:14][C:15]1[CH:21]=[CH:20][C:18]([NH2:19])=[CH:17][CH:16]=1>>[Br:1][C:2]1[C:3]([Cl:11])=[N:4][CH:5]=[C:6]([CH:10]=1)[C:7]([NH:19][C:18]1[CH:20]=[CH:21][C:15]([S:14][C:13]([Cl:12])([F:22])[F:23])=[CH:16][CH:17]=1)=[O:9]. Procedure details: The title compound was prepared in an analogous fashion to that described in Stage 11.2 using 5-bromo-6-chloro-nicotinic acid and 4-((chloro-difluoromethyl)thio)aniline (Stage 217.3) to afford an off-white crystalline solid. HPLC (Condition 4) tR=6.78 min, UPLC-MS (Condition 3) tR=1.32 min, m/z=425 [M−H]−. Starting materials: [Al+3], C1CCOC1, COC(=O)c1ccc(-c2cc(C(F)F)ccc2F)c(C2=CCCC2(C)C)c1, [H-], [H-], [H-], [H-], [Li+], [Na+], [OH-]. Yields the product CC1(C)CCC=C1c1cc(CO)ccc1-c1cc(C(F)F)ccc1F. RXN SMILES: [Al+3:29].[CH2:36]1[O:37][CH2:38][CH2:39][CH2:40]1.[F:1][CH:2]([c:3]1[cH:4][cH:5][c:6]([F:26])[c:7](-[c:9]2[c:10]([C:19]3=[CH:20][CH2:21][CH2:22][C:23]3([CH3:24])[CH3:25])[cH:11][c:12]([C:15](=[O:16])[O:17][CH3:18])[cH:13][cH:14]2)[cH:8]1)[F:27].[H-:28].[H-:31].[H-:32].[H-:33].[Li+:30].[Na+:35].[OH-:34]>>[F:1][CH:2]([c:3]1[cH:4][cH:5][c:6]([F:26])[c:7](-[c:9]2[c:10]([C:19]3=[CH:20][CH2:21][CH2:22][C:23]3([CH3:24])[CH3:25])[cH:11][c:12]([CH2:15][OH:16])[cH:13][cH:14]2)[cH:8]1)[F:27].